This data is from the Open Reaction Database (ORD), a public repository of structured organic reaction records. The task is: describe an organic reaction: reactants, conditions, products, and yield The reactants are C(C)(C)(C)OC(=O)NCCCN(CCS(=O)(=O)C1=CC=CC=C1)S(=O)(=O)C1=C2C=CN=CC2=CC=C1 (N-(tert-butoxycarbonyl)-N′-[(5-isoquinolyl)sulfonyl]-N′-[2-(phenylsulfonyl)ethyl]-1,3-propylenediamine), Cl.CO (hydrogen chloride methanol). Product: Cl.C1=NC=CC2=C(C=CC=C12)S(=O)(=O)N(CCCN)CCS(=O)(=O)C1=CC=CC=C1 (N-[(5-isoquinolyl)sulfonyl]-N-[2-(phenylsulfonyl)ethyl]-1,3-propylenediamine hydrochloride). Reaction SMILES: C(OC([NH:8][CH2:9][CH2:10][CH2:11][N:12]([S:24]([C:27]1[CH:36]=[CH:35][CH:34]=[C:33]2[C:28]=1[CH:29]=[CH:30][N:31]=[CH:32]2)(=[O:26])=[O:25])[CH2:13][CH2:14][S:15]([C:18]1[CH:23]=[CH:22][CH:21]=[CH:20][CH:19]=1)(=[O:17])=[O:16])=O)(C)(C)C.[ClH:37].CO>>[ClH:37].[CH:32]1[C:33]2[C:28](=[C:27]([S:24]([N:12]([CH2:13][CH2:14][S:15]([C:18]3[CH:23]=[CH:22][CH:21]=[CH:20][CH:19]=3)(=[O:17])=[O:16])[CH2:11][CH2:10][CH2:9][NH2:8])(=[O:26])=[O:25])[CH:36]=[CH:35][CH:34]=2)[CH:29]=[CH:30][N:31]=1 |f:1.2,3.4|. Reported procedure: According to the method of Example 1, Step C, deprotection was performed (50° C., 2 hours) by using Intermediate 9 (266 mg) and 10% hydrogen chloride/methanol solution (5 ml). The reaction mixture was cooled to room temperature, and then the solvent was evaporated under reduced pressure. The residue was added with methanol (1 ml) and diethyl ether (3 ml). The deposited precipitates were collected by filtration and washed with diethyl ether to obtain the title compound (203 mg) as white powdery s... The reactants are CC(=O)C (acetone), C1(=CC=CC=C1)O (phenol), OC1=CC=C(C=C1)C(C)(C)C1=CC=C(C=C1)O (bisphenol-A). Solvent: O (water). Product: OC1=CC=C(C=C1)C(C)(C)C1=CC=C(C=C1)O.C1(=CC=CC=C1)O (bisphenol-A phenol). Reaction SMILES: CC(C)=O.[C:5]1([OH:11])[CH:10]=[CH:9][CH:8]=[CH:7][CH:6]=1.[OH:12][C:13]1[CH:18]=[CH:17][C:16]([C:19]([C:22]2[CH:27]=[CH:26][C:25]([OH:28])=[CH:24][CH:23]=2)([CH3:21])[CH3:20])=[CH:15][CH:14]=1>O>[OH:12][C:13]1[CH:14]=[CH:15][C:16]([C:19]([C:22]2[CH:23]=[CH:24][C:25]([OH:28])=[CH:26][CH:27]=2)([CH3:21])[CH3:20])=[CH:17][CH:18]=1.[C:5]1([OH:11])[CH:10]=[CH:9][CH:8]=[CH:7][CH:6]=1 |f:4.5|. Procedure details: According to yet another preferred embodiment of the present invention, a process for producing bisphenol-A is provided, comprising reacting acetone and phenol to form a reaction mixture containing bisphenol-A and water, cooling the remainder of the reaction mixture to form bisphenol-A -phenol adduct crystals, separating the adduct crystals from the mother liquor, and removing phenol from the adduct crystals to obtain bisphenol-A, characterized in that the reaction of acetone and phenol is condu... Reactants: C(C)OC1=C(C=CC(=O)OCC)C=CC(=C1)CC(=O)NC(CCC)C1=C(C=CC=C1)N1CCCCC1 (ethyl 2-ethoxy-4-[N-(1-(2-piperidinophenyl)-1-butyl)-aminocarbonylmethyl]-cinnamate), [H][H] (hydrogen). Yields the product C(C)OC1=C(C=CC(=C1)CC(=O)NC(CCC)C1=C(C=CC=C1)N1CCCCC1)CCC(=O)OCC (Ethyl 3-[2-ethoxy-4-[N-(1-(2-piperidino-phenyl)-1-butyl)-aminocarbonylmethyl]-phenyl]-propionate). The solvent is C(C)O (ethanol). Procedure: A solution of ethyl 2-ethoxy-4-[N-(1-(2-piperidinophenyl)-1-butyl)-aminocarbonylmethyl]-cinnamate (0.54 g, 1.1 mmol) in ethanol (15 ml) is hydrogenated for 1 hour at ambient temperature and under 3 bars of hydrogen on 10% palladium/charcoal (0.1 g). The mixture is filtered, concentrated by evaporation in vacuo and the evaporation residue is crystallized from petroleum ether. Reagents/catalysts: [Pd] (palladium/charcoal). Reaction SMILES: [CH2:1]([O:3][C:4]1[CH:16]=[C:15]([CH2:17][C:18]([NH:20][CH:21]([C:25]2[CH:30]=[CH:29][CH:28]=[CH:27][C:26]=2[N:31]2[CH2:36][CH2:35][CH2:34][CH2:33][CH2:32]2)[CH2:22][CH2:23][CH3:24])=[O:19])[CH:14]=[CH:13][C:5]=1[CH:6]=[CH:7][C:8]([O:10][CH2:11][CH3:12])=[O:9])[CH3:2].[H][H]>C(O)C.[Pd]>[CH2:1]([O:3][C:4]1[CH:16]=[C:15]([CH2:17][C:18]([NH:20][CH:21]([C:25]2[CH:30]=[CH:29][CH:28]=[CH:27][C:26]=2[N:31]2[CH2:36][CH2:35][CH2:34][CH2:33][CH2:32]2)[CH2:22][CH2:23][CH3:24])=[O:19])[CH:14]=[CH:13][C:5]=1[CH2:6][CH2:7][C:8]([O:10][CH2:11][CH3:12])=[O:9])[CH3:2]. The reactants are BrC1=CC=CC(=N1)C1=CC(=C(S1)C1=C(N=C2N1N=C(C=C2C(CC)CC)C)C)C (3-[5-(6-bromo-pyridin-2-yl)-3-methyl-thiophen-2-yl]-8-(1-ethyl-propyl)-2,6-dimethyl-imidazo[1,2-b]pyridazine), C1CCOC1 (THF), C(CCC)[Li] (n-Bu-Li), CON(C(C)=O)C (N-methoxy-N-methyl-acetamide). Run in CCOC(=O)C (EtOAc). The product is C(C)C(CC)C=1C=2N(N=C(C1)C)C(=C(N2)C)C2=C(C=C(S2)C2=CC=CC(=N2)C(C)=O)C (1-(6-{5-[8-(1-Ethyl-propyl)-2,6-dimethyl-imidazo[1,2-b]pyridazin-3-yl]-4-methyl-thiophen-2-yl}-pyridin-2-yl)-ethanone). The yield is 13.0%. Reaction SMILES: Br[C:2]1[N:7]=[C:6]([C:8]2[S:12][C:11]([C:13]3[N:17]4[N:18]=[C:19]([CH3:27])[CH:20]=[C:21]([CH:22]([CH2:25][CH3:26])[CH2:23][CH3:24])[C:16]4=[N:15][C:14]=3[CH3:28])=[C:10]([CH3:29])[CH:9]=2)[CH:5]=[CH:4][CH:3]=1.C1C[O:33][CH2:32][CH2:31]1.C([Li])CCC.CON(C)C(=O)C>CCOC(C)=O>[CH2:23]([CH:22]([C:21]1[C:16]2[N:17]([C:13]([C:11]3[S:12][C:8]([C:6]4[N:7]=[C:2]([C:32](=[O:33])[CH3:31])[CH:3]=[CH:4][CH:5]=4)=[CH:9][C:10]=3[CH3:29])=[C:14]([CH3:28])[N:15]=2)[N:18]=[C:19]([CH3:27])[CH:20]=1)[CH2:25][CH3:26])[CH3:24]. Procedure: To a −78° C. solution of 3-[5-(6-bromo-pyridin-2-yl)-3-methyl-thiophen-2-yl]-8-(1-ethyl-propyl)-2,6-dimethyl-imidazo[1,2-b]pyridazine) (0.26 g, 0.55 mmol), and THF (5 mL), is added 1.34 M n-Bu-Li (0.43 mL, 0.58 mmol). After 30 minutes N-methoxy-N-methyl-acetamide (0.065 mL, 0.61 mmol) is added and the solution warmed to ambient temperature. The solution is diluted with EtOAc (30 mL), washed with sat. NH4Cl (25 mL), dried over MgSO4, filtered and concentrated. The residue is purified by ISCO colu...